Dataset: the Open Reaction Database (ORD), a public repository of structured organic reaction records. Task: describe an organic reaction: reactants, conditions, products, and yield Product: C(OC(C(C)C)Cl)(OCCOCCOCCOC)=O (1-chloro-2-methylpropyl 2-(2-(2-methoxyethoxy)-ethoxy)ethyl carbonate). RXN SMILES: Cl[C:2]([O:4][CH:5]([Cl:9])[CH:6]([CH3:8])[CH3:7])=[O:3].[CH3:10][O:11][CH2:12][CH2:13][O:14][CH2:15][CH2:16][O:17][CH2:18][CH2:19][OH:20].N1C=CC=CC=1>C(Cl)Cl>[C:2](=[O:3])([O:20][CH2:19][CH2:18][O:17][CH2:16][CH2:15][O:14][CH2:13][CH2:12][O:11][CH3:10])[O:4][CH:5]([Cl:9])[CH:6]([CH3:8])[CH3:7]. Reported procedure: In a manner similar to the method described in Example 3, 1-chloro-2-methylpropyl chloroformate (Aldrich) was reacted with 2-(2-(2-methoxyethoxy)ethoxy)ethanol (TCI) and pyridine in methylene chloride at −78° C. for 3 h to give 1-chloro-2-methylpropyl 2-(2-(2-methoxyethoxy)-ethoxy)ethyl carbonate. This material was then reacted with chiral 4-((2R,3S,4R,5S)-3-(3-chloro-2-fluorophenyl)-4-(4-chloro-2-fluorophenyl)-4-cyano-5-neopentylpyrrolidine-2-carboxamido)-3-methoxybenzoic acid in the presence o... Reactants: COCCOCCOCCO (2-(2-(2-methoxyethoxy)ethoxy)ethanol), N1=CC=CC=C1 (pyridine), ClC(=O)OC(C(C)C)Cl (1-chloro-2-methylpropyl chloroformate). The solvent is C(Cl)Cl (methylene chloride). The reactants are N1N=CC(=C1)C1=CC2=C(C=3N=C(SC3CCO2)C(=O)O)C=C1 (8-(1H-Pyrazol-4-yl)-4,5-dihydro-6-oxa-3-thia-1-aza-benzo[e]azulene-2-carboxylic acid), N1C[C@@H](CC1)O ((R)-pyrrolidin-3-ol). Product: O[C@H]1CN(CC1)C(=O)C=1SC=2CCOC3=C(C2N1)C=CC(=C3)C=3C=NNC3 (((R)-3-Hydroxy-pyrrolidin-1-yl)-[8-(1H-pyrazol-4-yl)-4,5-dihydro-6-oxa-3-thia-1-aza-benzo[e]azulen-2-yl]-methanone). Reaction SMILES: [NH:1]1[CH:5]=[C:4]([C:6]2[CH:22]=[CH:21][C:9]3[C:10]4[N:11]=[C:12]([C:18](O)=[O:19])[S:13][C:14]=4[CH2:15][CH2:16][O:17][C:8]=3[CH:7]=2)[CH:3]=[N:2]1.[NH:23]1[CH2:27][CH2:26][C@@H:25]([OH:28])[CH2:24]1>>[OH:28][C@@H:25]1[CH2:26][CH2:27][N:23]([C:18]([C:12]2[S:13][C:14]3[CH2:15][CH2:16][O:17][C:8]4[CH:7]=[C:6]([C:4]5[CH:3]=[N:2][NH:1][CH:5]=5)[CH:22]=[CH:21][C:9]=4[C:10]=3[N:11]=2)=[O:19])[CH2:24]1. Procedure details: Following the procedure for 103, 8-(1H-Pyrazol-4-yl)-4,5-dihydro-6-oxa-3-thia-1-aza-benzo[e]azulene-2-carboxylic acid (50.0 mg, 0.2 mmol) was reacted with (R)-pyrrolidin-3-ol (1.2 equiv) to give 176 (16.8 mg, M+1 383.1) Reactants: ClC1=CC=C(C=C2C(CC(CC2)(C)C)=O)C=C1 (2-(4-chlorobenzylidene)-5,5-dimethycyclohexanone), BrBr (Bromine). The solvent is ClCCl (dichloromethane). Reaction conditions: temperature 7.5 celsius. Yields the product BrC(C1=CC=C(C=C1)Cl)C1C(CC(CC1)(C)C)=O (α-bromo-4-chlorobenzyl-5,5-dimethylcyclohexanone). As a reaction SMILES: [Cl:1][C:2]1[CH:17]=[CH:16][C:5]([CH:6]=[C:7]2[CH2:12][CH2:11][C:10]([CH3:14])([CH3:13])[CH2:9][C:8]2=[O:15])=[CH:4][CH:3]=1.[Br:18]Br>ClCCl>[Br:18][CH:6]([CH:7]1[CH2:12][CH2:11][C:10]([CH3:14])([CH3:13])[CH2:9][C:8]1=[O:15])[C:5]1[CH:4]=[CH:3][C:2]([Cl:1])=[CH:17][CH:16]=1. Procedure: 10 g (0.04 mole) of 2-(4-chlorobenzylidene)-5,5-dimethycyclohexanone prepared according to Example 1(a) were dissolved in 50 ml dichloromethane and cooled to 5-10° C. Bromine (6.4 g, 0.04 mole) was added over 5 minutes to give 2-bromo-2-(α-bromo-4-chlorobenzyl-5,5-dimethylcyclohexanone in solution. The product is [Cl-].O=C(C[N+]12C[C@@H](C(CC1)CC2)NC(=O)OCC=2SC=CC2)C=2SC=CC2 ((R)-1-(2-oxo-2-(thiophen-2-yl)ethyl)-3-((thiophen-2-ylmethoxy)carbonylamino)-1-azoniabicyclo[2.2.2]octane chloride). Reported procedure: 2-Chloro-1-(thiophen-2-yl)ethanone (30.2 mg, 0.19 mmol) was added to a solution of (R)-thiophen-2-ylmethyl quinuclidin-3-ylcarbamate (50.0 mg, 0.19 mmol) in EtOAc (3 ml). The reaction was stirred at room temperature overnight. The solvent was removed, and the residue was triturated in Et2O, filtered and dried to give (R)-1-(2-oxo-2-(thiophen-2-yl)ethyl)-3-((thiophen-2-ylmethoxy)carbonylamino)-1-azoniabicyclo[2.2.2]octane chloride (60 mg). Reactants: ClCC(=O)C=1SC=CC1 (2-Chloro-1-(thiophen-2-yl)ethanone), N12C[C@@H](C(CC1)CC2)NC(OCC=2SC=CC2)=O ((R)-thiophen-2-ylmethyl quinuclidin-3-ylcarbamate). Conditions: time 8 hour. Reaction SMILES: [Cl:1][CH2:2][C:3]([C:5]1[S:6][CH:7]=[CH:8][CH:9]=1)=[O:4].[N:10]12[CH2:17][CH2:16][CH:13]([CH2:14][CH2:15]1)[C@@H:12]([NH:18][C:19](=[O:27])[O:20][CH2:21][C:22]1[S:23][CH:24]=[CH:25][CH:26]=1)[CH2:11]2>CCOC(C)=O>[Cl-:1].[O:4]=[C:3]([C:5]1[S:6][CH:7]=[CH:8][CH:9]=1)[CH2:2][N+:10]12[CH2:15][CH2:14][CH:13]([CH2:16][CH2:17]1)[C@@H:12]([NH:18][C:19]([O:20][CH2:21][C:22]1[S:23][CH:24]=[CH:25][CH:26]=1)=[O:27])[CH2:11]2 |f:3.4|. Solvent: CCOC(=O)C (EtOAc). Yield: 74.0%. As a reaction SMILES: [C:35]([CH3:36])([CH3:37])([CH3:38])[O:39][C:40]([CH2:41][Br:42])=[O:43].[CH2:3]([CH3:4])[c:5]1[cH:6][cH:7][c:8](-[c:11]2[c:12](-[c:28]3[c:29]([F:34])[cH:30][cH:31][cH:32][cH:33]3)[o:13][c:14]3[n:15][cH:16][n:17][c:18]([O:20][CH:21]4[CH2:22][CH:23]([OH:27])[CH2:24][CH2:25][CH2:26]4)[c:19]23)[cH:9][cH:10]1.[CH2:57]([N+:58]([CH2:59][CH2:60][CH2:61][CH3:62])([CH2:63][CH2:64][CH2:65][CH3:66])[CH2:67][CH2:68][CH2:69][CH3:70])[CH2:71][CH2:72][CH3:73].[CH3:45][c:46]1[cH:47][cH:48][cH:49][cH:50][cH:51]1.[ClH:44].[Na+:2].[OH-:1].[S:52]([O-:53])([OH:54])(=[O:55])=[O:56]>>[CH2:3]([CH3:4])[c:5]1[cH:6][cH:7][c:8](-[c:11]2[c:12](-[c:28]3[c:29]([F:34])[cH:30][cH:31][cH:32][cH:33]3)[o:13][c:14]3[n:15][cH:16][n:17][c:18]([O:20][CH:21]4[CH2:22][CH:23]([O:27][CH2:41][C:40]([O:39][C:35]([CH3:36])([CH3:37])[CH3:38])=[O:43])[CH2:24][CH2:25][CH2:26]4)[c:19]23)[cH:9][cH:10]1. Starting materials: CC(C)(C)OC(=O)CBr, CCc1ccc(-c2c(-c3ccccc3F)oc3ncnc(OC4CCCC(O)C4)c23)cc1, CCCC[N+](CCCC)(CCCC)CCCC, Cc1ccccc1, Cl, [Na+], [OH-], O=S(=O)([O-])O. The product is CCc1ccc(-c2c(-c3ccccc3F)oc3ncnc(OC4CCCC(OCC(=O)OC(C)(C)C)C4)c23)cc1. Reaction SMILES: [C:42](=[O:43])([OH:44])[O-:45].[CH2:37]1[O:38][CH2:39][CH2:40][CH2:41]1.[NH2:1][c:2]1[c:3]([C:20]#[C:21][c:22]2[cH:23][n:24][cH:25][cH:26][cH:27]2)[c:4]2[c:8]([cH:9][cH:10]1)[NH:7][C:6](=[O:11])[C:5]2=[CH:12][c:13]1[nH:14][cH:15][cH:16][c:17]1[O:18][CH3:19].[Na+:46].[s:28]1[c:29]([CH2:33][C:34](=[O:35])[Cl:36])[cH:30][cH:31][cH:32]1>>[NH:1]([c:2]1[c:3]([C:20]#[C:21][c:22]2[cH:23][n:24][cH:25][cH:26][cH:27]2)[c:4]2[c:8]([cH:9][cH:10]1)[NH:7][C:6](=[O:11])[C:5]2=[CH:12][c:13]1[nH:14][cH:15][cH:16][c:17]1[O:18][CH3:19])[C:34]([CH2:33][c:29]1[s:28][cH:32][cH:31][cH:30]1)=[O:35]. The product is COc1cc[nH]c1C=C1C(=O)Nc2ccc(NC(=O)Cc3cccs3)c(C#Cc3cccnc3)c21. Starting materials: O=C([O-])O, C1CCOC1, COc1cc[nH]c1C=C1C(=O)Nc2ccc(N)c(C#Cc3cccnc3)c21, [Na+], O=C(Cl)Cc1cccs1. The reactants are C(C)(C)(C)C=1N=C(C2=C(N1)N(N=N2)CC)N2CC(CC2)(F)F (5-tert-Butyl-7-(3,3-difluoro-pyrrolidin-1-yl)-3-ethyl-3H-[1,2,3]triazolo[4,5-d]pyrimidine), C(C)(C)(C)C=1N=C(C2=C(N1)NN=N2)N2CC(CC2)(F)F (5-tert-butyl-7-(3,3-difluoropyrrolidin-1-yl)-3H-[1,2,3]triazolo[4,5-d]pyrimidine), ClCC1=NN=NN1C1CC1 (5-(chloromethyl)-1-cyclopropyl-1H-tetrazole). The product is C(C)(C)(C)C=1N=C(C2=C(N1)N(N=N2)CC2=NN=NN2C2CC2)N2CC(CC2)(F)F (5-tert-Butyl-3-(1-cyclopropyl-1H-tetrazol-5-ylmethyl)-7-(3,3-difluoro-pyrrolidin-1-yl)-3H-[1,2,3]triazolo[4,5-d]pyrimidine). RXN SMILES: [C:1]([C:5]1[N:6]=[C:7]([N:16]2[CH2:20][CH2:19][C:18]([F:22])([F:21])[CH2:17]2)[C:8]2[N:13]=[N:12][N:11]([CH2:14][CH3:15])[C:9]=2[N:10]=1)([CH3:4])([CH3:3])[CH3:2].C(C1N=C(N2CCC(F)(F)C2)C2N=NNC=2N=1)(C)(C)C.ClCC1[N:49]([CH:50]2[CH2:52][CH2:51]2)[N:48]=[N:47][N:46]=1>>[C:1]([C:5]1[N:6]=[C:7]([N:16]2[CH2:20][CH2:19][C:18]([F:21])([F:22])[CH2:17]2)[C:8]2[N:13]=[N:12][N:11]([CH2:14][C:15]3[N:49]([CH:50]4[CH2:52][CH2:51]4)[N:48]=[N:47][N:46]=3)[C:9]=2[N:10]=1)([CH3:2])([CH3:3])[CH3:4]. Reported procedure: In analogy to the procedure described for the synthesis of 5-tert-butyl-7-(3,3-difluoropyrrolidin-1-yl)-3-ethyl-3H-[1,2,3]triazolo[4,5-d]pyrimidine (example 61), the title compound was prepared from 5-tert-butyl-7-(3,3-difluoropyrrolidin-1-yl)-3H-[1,2,3]triazolo[4,5-d]pyrimidine and 5-(chloromethyl)-1-cyclopropyl-1H-tetrazole and isolated as red gum. MS (m/e): 405.3 (MH+). Reactants: C1COCCO1, CCCc1ccc(C=O)c(OCOC)c1, Cl, C1COCCO1. Product: CCCc1ccc(C=O)c(O)c1. As a reaction SMILES: [CH2:23]1[O:24][CH2:25][CH2:26][O:27][CH2:28]1.[CH3:8][O:9][CH2:10][O:11][c:12]1[c:13]([CH:14]=[O:15])[cH:16][cH:17][c:18]([CH2:20][CH2:21][CH3:22])[cH:19]1.[ClH:7].[O:1]1[CH2:2][CH2:3][O:4][CH2:5][CH2:6]1>>[OH:11][c:12]1[c:13]([CH:14]=[O:15])[cH:16][cH:17][c:18]([CH2:20][CH2:21][CH3:22])[cH:19]1. Starting materials: Cl (hydrochloric acid), C(C1=CC=CC=C1)(=O)OC=1C=C(C(=O)Cl)C=CC1OC (3-benzoyloxy-4-methoxybenzoylchloride), O1CCCC1 (tetrahydrofuran), NCC(CC(=O)O)O (4-amino-3-hydroxy-butyric acid). The solvent is [OH-].[Na+] (sodium hydroxide). Run at time 2 hour. Yields the product C(C1=CC=CC=C1)OC=1C=C(C(=O)NCC(CC(=O)O)O)C=CC1OC (4-[(3-benzyloxy-4-methoxybenzoyl)amino]-3-hydroxy-butyric acid). Reaction SMILES: [NH2:1][CH2:2][CH:3]([OH:8])[CH2:4][C:5]([OH:7])=[O:6].[C:9]([O:17][C:18]1[CH:19]=[C:20]([CH:24]=[CH:25][C:26]=1[O:27][CH3:28])[C:21](Cl)=[O:22])(=O)[C:10]1[CH:15]=[CH:14][CH:13]=[CH:12][CH:11]=1.O1CCCC1.Cl>[OH-].[Na+]>[CH2:9]([O:17][C:18]1[CH:19]=[C:20]([CH:24]=[CH:25][C:26]=1[O:27][CH3:28])[C:21]([NH:1][CH2:2][CH:3]([OH:8])[CH2:4][C:5]([OH:7])=[O:6])=[O:22])[C:10]1[CH:11]=[CH:12][CH:13]=[CH:14][CH:15]=1 |f:4.5|. Reported procedure: 18.1 g of 4-amino-3-hydroxy-butyric acid are dissolved in 176 ml of 2 N sodium hydroxide. To this there are added within 2 minutes 14.0 g of 3-benzoyloxy-4-methoxybenzoylchloride and subsequently 30 ml of tetrahydrofuran. The mixture is stirred intensively at room temperature for 2 hours, then treated with ice and acidified with concentrated hydrochloric acid. The separated solid is filtered off and washed with water. After drying, the filter cake is boiled in ethyl acetate and the insoluble por...